This data is from the Open Reaction Database (ORD), a public repository of structured organic reaction records. The task is: describe an organic reaction: reactants, conditions, products, and yield Reactants: [H-].[Na+] (Sodium hydride), FC1=CC(=C(N)C=C1)C(F)(F)F (4-fluoro-2-(trifluoromethyl)aniline), O (Water), ClC1=NC(=CC=C1[N+](=O)[O-])Cl (2,6-Dichloro-3-nitropyridine). Run in C1CCOC1 (THF). Reaction conditions: time 30 minute. Yields the product ClC1=CC=C(C(=N1)NC1=C(C=C(C=C1)F)C(F)(F)F)[N+](=O)[O-] (6-Chloro-N-(4-fluoro-2-(trifluoromethyl)phenyl)-3-nitropyridin-2-amine). The yield is 71.8%. As a reaction SMILES: [H-].[Na+].[F:3][C:4]1[CH:10]=[CH:9][C:7]([NH2:8])=[C:6]([C:11]([F:14])([F:13])[F:12])[CH:5]=1.Cl[C:16]1[C:21]([N+:22]([O-:24])=[O:23])=[CH:20][CH:19]=[C:18]([Cl:25])[N:17]=1.O>C1COCC1>[Cl:25][C:18]1[N:17]=[C:16]([NH:8][C:7]2[CH:9]=[CH:10][C:4]([F:3])=[CH:5][C:6]=2[C:11]([F:12])([F:13])[F:14])[C:21]([N+:22]([O-:24])=[O:23])=[CH:20][CH:19]=1 |f:0.1|. Reported procedure: Sodium hydride (0.124 g, 5.18 mmol) was added to a chilled (0° C.) solution of 4-fluoro-2-(trifluoromethyl)aniline (0.464 g, 2.59 mmol) in THF (1 mL) and stirred for 30 min. 2,6-Dichloro-3-nitropyridine (0.500 g, 2.59 mmol) was then added and the reaction mixture stirred at 80° C. for 18 h. Water was added to quench excess sodium hydride and volatile solvents were removed under reduced pressure. The product was then extracted into DCM, solvent removed under reduced pressure, and the residue puri... The reactants are crude product, NC=1SC(=CN1)C=O (2-amino-thiazole-5-carbaldehyde), 4A, C(CC(=O)OCC)(=O)OCC (diethyl malonate), N1CCCCC1 (piperidine), C(C)(=O)O (acetic acid). Solvent: CCOC(=O)C (EtOAc), petroleum ether, C(C)O (ethanol), C(Cl)Cl (CH2Cl2), CN(C)C=O (DMF), CCOC(=O)C (EtOAc). Run at time 96 hour. Yields the product C(C)OC(C(C(=O)OCC)=CC1=CN=C(S1)N)=O (2-(2-amino-thiazol-5-ylmethylene)-malonic acid diethyl ester). Isolated yield 18.2%. Reaction SMILES: [NH2:1][C:2]1[S:3][C:4]([CH:7]=O)=[CH:5][N:6]=1.[C:9]([O:17][CH2:18][CH3:19])(=[O:16])[CH2:10][C:11]([O:13][CH2:14][CH3:15])=[O:12].N1CCCCC1.C(O)(=O)C>C(Cl)Cl.CN(C=O)C.C(O)C.CCOC(C)=O>[CH2:14]([O:13][C:11](=[O:12])[C:10](=[CH:7][C:4]1[S:3][C:2]([NH2:1])=[N:6][CH:5]=1)[C:9]([O:17][CH2:18][CH3:19])=[O:16])[CH3:15]. Procedure: To a solution of 2-amino-thiazole-5-carbaldehyde (47%; 6 g; 23 mmol) in CH2Cl2 (30 mL) and DMF (30 mL), was added 4A molecular sieves, diethyl malonate (3.5 mL; 23 mmol), piperidine (1.1 mL; 11.5 mmol) and acetic acid (0.7 mL; 11.5 mmol). The reaction mixture was stirred at room temperature for 96 hours. Then EtOAc was added, and the reaction mixture was filtered through celite in order to remove the precipitate formed. EtOAc (500 mL) was added to the filtrate, and the organic phase was washed w... The reactants are O\N=C(\C)/C=C/C1=CC=C(C=C1)[N+](=O)[O-] ((2Z,3E)-N-hydroxy-4-(4-nitrophenyl)but-3-en-2-imine), [I-].[K+] (potassium iodide), II (iodine), C(=O)(O)[O-].[Na+] (NaHCO3). The solvent is O (water), O1CCCC1 (tetrahydrofuran), O (water). Run at temperature 100 celsius, time 8 hour. The product is CC1=NOC(=C1)C1=CC=C(C=C1)[N+](=O)[O-] (3-Methyl-5-(4-nitrophenyl)-1,2-oxazole). The yield is 62.7%. Reaction SMILES: [OH:1]/[N:2]=[C:3](\[CH:5]=[CH:6]\[C:7]1[CH:12]=[CH:11][C:10]([N+:13]([O-:15])=[O:14])=[CH:9][CH:8]=1)/[CH3:4].[I-].[K+].II.C([O-])(O)=O.[Na+]>O.O1CCCC1>[CH3:4][C:3]1[CH:5]=[C:6]([C:7]2[CH:12]=[CH:11][C:10]([N+:13]([O-:15])=[O:14])=[CH:9][CH:8]=2)[O:1][N:2]=1 |f:1.2,4.5|. Procedure: To a 100 mL RB flask fitted with magnetic stirrer was charged with 20 mL of tetrahydrofuran and water (10 mL). To the stirred solvent were added (2Z,3E)-N-hydroxy-4-(4-nitrophenyl)but-3-en-2-imine (0.5 g, 2.42 mmol), potassium iodide (0.81 g, 4.85 mmol), iodine (1.23 g, 4.49 mmol) and NaHCO3 (0.81 g, 9.7 mmol). The mixture was stirred at 100° C. overnight under nitrogen atmosphere. The reaction mixture was cooled, poured into water and extracted with ethyl acetate. The organic layer was washed w... Starting materials: O1[C@@H](C1)COC1=CC=C(C#N)C=C1 (4-[(2S)-Oxiranylmethoxy]benzonitrile), OC1(C2CN(CC1CNC2)C(=O)OC(C)(C)C)C (tert-Butyl 9-hydroxy-9-methyl-3,7-diazabicyclo[3.3.1]nonane-3-carboxylate). The product is C(#N)C1=CC=C(OC[C@H](CN2CC3CN(CC(C2)C3(C)O)C(=O)OC(C)(C)C)O)C=C1 (tert-Butyl 7-[(2S)-3-(4-cyanophenoxy)-2-hydroxypropyl]-9-hydroxy-9-methyl-3,7-diazabicyclo[3.3.1]nonane-3-carboxylate). Reaction SMILES: [O:1]1[CH2:3][C@H:2]1[CH2:4][O:5][C:6]1[CH:13]=[CH:12][C:9]([C:10]#[N:11])=[CH:8][CH:7]=1.[OH:14][C:15]1([CH3:31])[CH:20]2[CH2:21][NH:22][CH2:23][CH:16]1[CH2:17][N:18]([C:24]([O:26][C:27]([CH3:30])([CH3:29])[CH3:28])=[O:25])[CH2:19]2>C(#N)C.O>[C:10]([C:9]1[CH:12]=[CH:13][C:6]([O:5][CH2:4][C@@H:2]([OH:1])[CH2:3][N:22]2[CH2:21][CH:20]3[C:15]([OH:14])([CH3:31])[CH:16]([CH2:17][N:18]([C:24]([O:26][C:27]([CH3:30])([CH3:29])[CH3:28])=[O:25])[CH2:19]3)[CH2:23]2)=[CH:7][CH:8]=1)#[N:11] |f:2.3|. Run in C(C)#N.O (acetonitrile water). Reported procedure: 4-[(2S)-Oxiranylmethoxy]benzonitrile (from step (v) above, 247 mg, 1.4 mmol) was added to a stirred solution of tert-butyl 9-hydroxy-9-methyl-3,7-diazabicyclo[3.3.1]nonane-3-carboxylate (from step (iv) above, 328 mg, 1.28 mmol) in acetonitrile:water (4:1). The reaction was heated to 60° C. for 12 h, after which stirring was continued at rt for a further 48 h. Reaction conditions: temperature 60 celsius, time 48 hour. Starting materials: CON=C(C(=O)N(C)C)C(=O)C (2-methoxyimino-N,N-dimethylacetoacetamide), CN(N)C1=CC=CC=C1 (N-methyl-N-phenylhydrazine). The solvent is C(C)O (ethanol), C(C)(=O)O (acetic acid). Run at time 24 hour. The product is CON=C(C(=O)N(C)C)C(C)=NN(C1=CC=CC=C1)C (2-methoxyimino-N,N-dimethy-3-(N-methyl-N-phenylhydrazono)butyramide). The yield is 86.1%. RXN SMILES: [CH3:1][O:2][N:3]=[C:4]([C:10]([CH3:12])=O)[C:5]([N:7]([CH3:9])[CH3:8])=[O:6].[CH3:13][N:14]([C:16]1[CH:21]=[CH:20][CH:19]=[CH:18][CH:17]=1)[NH2:15]>C(O)C.C(O)(=O)C>[CH3:1][O:2][N:3]=[C:4]([C:10](=[N:15][N:14]([CH3:13])[C:16]1[CH:21]=[CH:20][CH:19]=[CH:18][CH:17]=1)[CH3:12])[C:5]([N:7]([CH3:9])[CH3:8])=[O:6]. Reported procedure: 1.0 g (5.8 mmol) of 2-methoxyimino-N,N-dimethylacetoacetamide was dissolved in 15 ml of ethanol and 0.5 ml of acetic acid, and 0.78 g (6.4 mmol) of N-methyl-N-phenylhydrazine was added and the mixture was stirred for 24 hours at room temperature. After distilling the solvent off, water was added and the mixture was extracted three times with 20 ml of diethylether. After washing with a dilute hydrochloric acid, water and a saturated aqueous sodium chloride, the mixture was dried over with anhydro... Starting materials: C1CCOC1, COc1cc(-c2cnc3[nH]cc(C(=O)C(C)(C)OC4CCCCO4)c3n2)cc(OC)c1OC, CC(=O)O, O. The product is COc1cc(-c2cnc3[nH]cc(C(=O)C(C)(C)O)c3n2)cc(OC)c1OC. RXN SMILES: [CH2:38]1[O:39][CH2:40][CH2:41][CH2:42]1.[CH3:1][C:2]([C:3](=[O:4])[c:5]1[cH:6][nH:7][c:8]2[n:9][cH:10][c:11](-[c:14]3[cH:15][c:16]([O:24][CH3:25])[c:17]([O:22][CH3:23])[c:18]([O:20][CH3:21])[cH:19]3)[n:12][c:13]12)([CH3:26])[O:27][CH:28]1[CH2:29][CH2:30][CH2:31][CH2:32][O:33]1.[CH3:34][C:35](=[O:36])[OH:37].[OH2:43]>>[CH3:1][C:2]([C:3](=[O:4])[c:5]1[cH:6][nH:7][c:8]2[n:9][cH:10][c:11](-[c:14]3[cH:15][c:16]([O:24][CH3:25])[c:17]([O:22][CH3:23])[c:18]([O:20][CH3:21])[cH:19]3)[n:12][c:13]12)([CH3:26])[OH:27]. Reactants: N-Aryl-benzenesulfonamides, NC1=C(C=C(C=C1)Cl)C(=O)C=1C(=NC=CC1)C ((2 amino-5-chloro-phenyl)-(2-methyl-pyridin-3-yl)-methanone), COC(CCC1=CC=C(C=C1)S(=O)(=O)Cl)=O (3-(4-Chlorosulfonyl-phenyl)-propionic acid methyl ester). Yields the product COC(CCC1=CC=C(C=C1)S(NC1=C(C=C(C=C1)Cl)C(=O)C=1C(=NC=CC1)C)(=O)=O)=O (3-{4-[4-Chloro-2-(2-methyl-pyridine-3-carbonyl)-phenylsulfamoyl]-phenyl}-propionic acid methyl ester). RXN SMILES: [NH2:1][C:2]1[CH:7]=[CH:6][C:5]([Cl:8])=[CH:4][C:3]=1[C:9]([C:11]1[C:12]([CH3:17])=[N:13][CH:14]=[CH:15][CH:16]=1)=[O:10].[CH3:18][O:19][C:20](=[O:33])[CH2:21][CH2:22][C:23]1[CH:28]=[CH:27][C:26]([S:29](Cl)(=[O:31])=[O:30])=[CH:25][CH:24]=1>>[CH3:18][O:19][C:20](=[O:33])[CH2:21][CH2:22][C:23]1[CH:28]=[CH:27][C:26]([S:29](=[O:30])(=[O:31])[NH:1][C:2]2[CH:7]=[CH:6][C:5]([Cl:8])=[CH:4][C:3]=2[C:9]([C:11]2[C:12]([CH3:17])=[N:13][CH:14]=[CH:15][CH:16]=2)=[O:10])=[CH:25][CH:24]=1. Procedure: The title compound was prepared according to the general procedure for the synthesis of N-Aryl-benzenesulfonamides previously described using (2 amino-5-chloro-phenyl)-(2-methyl-pyridin-3-yl)-methanone and 3-(4-Chlorosulfonyl-phenyl)-propionic acid methyl ester and purified by HPLC. 1H-NMR (CDCl3) δ 10.75 (br s, 1H, NH), 8.64 (dm, 1H, J=4.8 Hz), 7.79 (dd, 1H, J=9.2 Hz, J=1.1 Hz), 7.75 (d, 2H, J=7.3 Hz), 7.49 (dm, 1H,J=9.2 Hz), 7.1-7.3 (m, 5H), 3.65 (s, 3H), 2.97(t, 2H, J=7.6 Hz), 2.61 (t, 2H, J=...